From a dataset of the Open Reaction Database (ORD), a public repository of structured organic reaction records. describe an organic reaction: reactants, conditions, products, and yield Reactants: CC1CNCC(C)N1, BrC(c1ccccc1)c1ccccc1, CCN(C(C)C)C(C)C, ClCCl. Product: CC1CN(C(c2ccccc2)c2ccccc2)CC(C)N1. Reaction SMILES: [CH3:15][CH:16]1[NH:17][CH:18]([CH3:22])[CH2:19][NH:20][CH2:21]1.[CH:1]([c:2]1[cH:3][cH:4][cH:5][cH:6][cH:7]1)([c:8]1[cH:9][cH:10][cH:11][cH:12][cH:13]1)[Br:14].[CH:23]([N:24]([CH:25]([CH3:26])[CH3:27])[CH2:28][CH3:29])([CH3:30])[CH3:31].[Cl:32][CH2:33][Cl:34]>>[CH:1]([c:2]1[cH:3][cH:4][cH:5][cH:6][cH:7]1)([c:8]1[cH:9][cH:10][cH:11][cH:12][cH:13]1)[N:20]1[CH2:19][CH:18]([CH3:22])[NH:17][CH:16]([CH3:15])[CH2:21]1. Reactants: [N+](=O)([O-])C1=CC=C(C=C1)B(O)O (4-nitrophenylboronic acid), C([O-])([O-])=O.[Na+].[Na+] (sodium carbonate), tetrakistriphenyphosphine palladium(0), NC1=C(C(=O)OC)C=C(N=C1Br)Br (methyl 3-amino-2,6-dibromoisonicotinate). Reaction conditions: temperature 110 celsius. The product is NC1=C(C(=O)OC)C=C(N=C1C1=CC=C(C=C1)[N+](=O)[O-])Br (methyl 3-amino-6-bromo-2-(4-nitrophenyl)isonicotinate). Yield: 700.0%. As a reaction SMILES: [N+:1]([C:4]1[CH:9]=[CH:8][C:7](B(O)O)=[CH:6][CH:5]=1)([O-:3])=[O:2].C(=O)([O-])[O-].[Na+].[Na+].[NH2:19][C:20]1[C:29](Br)=[N:28][C:27]([Br:31])=[CH:26][C:21]=1[C:22]([O:24][CH3:25])=[O:23]>>[NH2:19][C:20]1[C:29]([C:7]2[CH:8]=[CH:9][C:4]([N+:1]([O-:3])=[O:2])=[CH:5][CH:6]=2)=[N:28][C:27]([Br:31])=[CH:26][C:21]=1[C:22]([O:24][CH3:25])=[O:23] |f:1.2.3|. Reported procedure: A flask containing a mixture of 4-nitrophenylboronic acid (5.5 g, 32 9 mmol), sodium carbonate (10.3 g, 97 mmol), tetrakistriphenyphosphine palladium(0) (1.86 g, 1.61 mmol), and methyl 3-amino-2,6-dibromoisonicotinate (10 g, 32 3 mmol) was flushed with nitrogen, 1,4-dioxane (60.0 mL) followed by methanol (20 mL) were added, and the reaction heated at 110° C. for 16 h. The reaction mixture was partitioned between EtOAc and water. The organic phase was washed with sat. aq. Sodium bicarbonate solut... Starting materials: CN1C(=CC=N1)N, CNC(=O)C1=CC=CC=C1NC2=CC(=NC=C2C(F)(F)F)Cl. Reagents/catalysts: C(=O)([O-])[O-].[Cs+].[Cs+], CC1(C2=C(C(=CC=C2)P(C3=CC=CC=C3)C4=CC=CC=C4)OC5=C1C=CC=C5P(C6=CC=CC=C6)C7=CC=CC=C7)C, CC(=O)O.CC(=O)O.[Pd]. The solvent is C1COCCO1. Reaction conditions: temperature 100 celsius. Yields the product CNC(=O)C1=CC=CC=C1NC2=CC(=NC=C2C(F)(F)F)NC3=CC=NN3C. Isolated yield 52.4%. Reported procedure: 2-(2-chloro-5-(trifluoromethyl)pyridin-4-ylamino)-N-methylbenzamide (100 mg, 0.30 mmol), 1-methyl-1H-pyrazol-5-amine (58.9 mg, 0.61 mmol), cesium carbonate (119 mg, 0.36 mmol), (9,9-dimethyl-9H-xanthene-4,5-diyl)bis(diphenylphosphine) (28.1 mg, 0.05 mmol) and diacetoxypalladium (5.45 mg, 0.02 mmol) were suspended in dioxane (1.5 mL) and sealed into a tube. The reaction was degased, purged with nitrogen and heated to 100 °C for 18 hours. Reaction was filtered. The reaction mixture was purified by... The reactants are NC1=CC=C(C(=O)C2=CC=C(C=C2)N)C=C1 (4,4′-diaminobenzophenone), OCCN(C1=CC=C(C(=O)[O-])C=C1)CCO (4-bis(2-hydroxylethyl)aminobenzoate). Product: C(=O)(C1=CC=C(C=C1)NC(C1=CC=C(C=C1)N(CCO)CCO)=O)C1=CC=C(C=C1)NC(C1=CC=C(C=C1)N(CCO)CCO)=O (N,N′-(carbonylbis(4,1-phenylene))bis(4-(bis(2-hydroxyethyl)amino)benzamide)). As a reaction SMILES: [NH2:1][C:2]1[CH:16]=[CH:15][C:5]([C:6]([C:8]2[CH:13]=[CH:12][C:11]([NH2:14])=[CH:10][CH:9]=2)=[O:7])=[CH:4][CH:3]=1.[OH:17][CH2:18][CH2:19][N:20]([CH2:30][CH2:31][OH:32])[C:21]1[CH:29]=[CH:28][C:24]([C:25]([O-])=[O:26])=[CH:23][CH:22]=1>>[C:6]([C:8]1[CH:13]=[CH:12][C:11]([NH:14][C:25](=[O:26])[C:24]2[CH:28]=[CH:29][C:21]([N:20]([CH2:30][CH2:31][OH:32])[CH2:19][CH2:18][OH:17])=[CH:22][CH:23]=2)=[CH:10][CH:9]=1)([C:5]1[CH:15]=[CH:16][C:2]([NH:1][C:25](=[O:26])[C:24]2[CH:28]=[CH:29][C:21]([N:20]([CH2:19][CH2:18][OH:17])[CH2:30][CH2:31][OH:32])=[CH:22][CH:23]=2)=[CH:3][CH:4]=1)=[O:7]. Procedure: Compound 327 was prepared according to the procedure described in Scheme IV from 4,4′-diaminobenzophenone and 4-bis(2-hydroxylethyl)aminobenzoate. [M+H]+ calcd for C35H38N4O7: 627.28; found: 627.06. Starting materials: ClC1=CC2=C(C(NC3=NC=CC=C23)=O)C=C1 (9-Chloro-5H-benzo[c][1,8]naphthyridin-6-one), CC(C)(C)[O-].[Na+] (NaOtBu), C(C1=CC=CC=C1)NC(C)C (N-benzylpropan-2-amine), CC(C)C1=CC(=C(C(=C1)C(C)C)C2=C(C=CC=C2)P(C3CCCCC3)C4CCCCC4)C(C)C (X-Phos). Reagents/catalysts: CC(=O)[O-].CC(=O)[O-].[Pd+2] (Pd(OAc)2). Run in O1CCOCC1 (dioxane), CS(=O)C (DMSO). Run at temperature 150 celsius, time 5 minute. The product is C(C1=CC=CC=C1)N(C1=CC2=C(C(NC3=NC=CC=C23)=O)C=C1)C(C)C (9-(Benzyl(isopropyl)amino)benzo[c][1,8]naphthyridin-6(5H)-one). Isolated yield 7.0%. RXN SMILES: Cl[C:2]1[CH:16]=[CH:15][C:5]2[C:6](=[O:14])[NH:7][C:8]3[C:13]([C:4]=2[CH:3]=1)=[CH:12][CH:11]=[CH:10][N:9]=3.[CH2:17]([NH:24][CH:25]([CH3:27])[CH3:26])[C:18]1[CH:23]=[CH:22][CH:21]=[CH:20][CH:19]=1.CC(C1C=C(C(C)C)C(C2C=CC=CC=2P(C2CCCCC2)C2CCCCC2)=C(C(C)C)C=1)C.CC([O-])(C)C.[Na+]>O1CCOCC1.CS(C)=O.CC([O-])=O.CC([O-])=O.[Pd+2]>[CH2:17]([N:24]([CH:25]([CH3:27])[CH3:26])[C:2]1[CH:16]=[CH:15][C:5]2[C:6](=[O:14])[NH:7][C:8]3[C:13]([C:4]=2[CH:3]=1)=[CH:12][CH:11]=[CH:10][N:9]=3)[C:18]1[CH:23]=[CH:22][CH:21]=[CH:20][CH:19]=1 |f:3.4,7.8.9|. Procedure details: 6 (200 mg, 0.87 mmol), N-benzylpropan-2-amine (0.58 mL, 3.47 mmol), Pd(OAc)2 (8 mg, 0.03 mmol), X-Phos (33 mg, 0.07 mmol), and NaOtBu (250 mg, 2.6 mmol) were suspended in dioxane (3 mL), and stirred for 5 minutes at 150° C. via microwave. The reaction solution was diluted with DMSO and filtered. The crude product was purified directly via prep-LC-MS to provide 448 (21 mg, 7% yield) as a white powder. LC-MS (M+H=344, obsd.=344). 1H NMR (400 MHz, DMSO-D6) δ 11.45 (m, 1H), 8.53 (m, 1H), 8.38 (m, 1H... The reactants are C(CCO)O (1,3-propanediol), ClC(=CCCl)Cl (1,1,3-trichloro-1-propene), crude product, [H-].[Na+] (sodium hydride), [H][H] (hydrogen). Run in O (water). Run at temperature 60 celsius, time 3 hour. Product: ClC(=CCOCCCO)Cl (3-(3,3-dichloro-2-propenyloxy)propanol). Yield: 59.2%. RXN SMILES: [CH2:1]([OH:5])[CH2:2][CH2:3][OH:4].[H-].[Na+].[H][H].[Cl:10][C:11]([Cl:15])=[CH:12][CH2:13]Cl>O>[Cl:10][C:11]([Cl:15])=[CH:12][CH2:13][O:4][CH2:3][CH2:2][CH2:1][OH:5] |f:1.2|. Reported procedure: In a reaction vessel containing 7.61 g of 1,3-propanediol was put 2.20 g of 60% sodium hydride (in oil), and the mixture was stirred until the evolution of hydrogen gas ceased, to which 7.28 g of 1,1,3-trichloro-1-propene was added dropwise under ice cooling. The reaction mixture was slowly warmed and stirred at 60° C. for 3 hours, which was then poured into water and extracted twice with diethyl ether. The diethyl ether layers were combined, washed with water, dried over magnesium sulfate and t... Reactants: IC1=CC(=CC=C1)I (1,3-diiodobenzene), C(CCC)[Li] (n-butyl lithium), CCCCCC (hexane), ClCCOC1=CC=C(C=C1)C=C(CC)C1=CC=CC=C1 (1-[4-(2-chloroethoxy)-phenyl]-2-phenyl-1-butene). Solvent: O (water), O1CCCC1 (tetrahydrofuran), O1CCCC1 (tetra-hydrofuran). Reaction conditions: time 5 minute. Yields the product dichloromethane-light petroleum, ClCCOC1=CC=C(C=C1)C(=C(CC)C1=CC=CC=C1)C1=CC(=CC=C1)I (1-[4-(chloroethoxy) phenyl]-1-(3-iodophenyl)-2-phenyl-1-butene). Reaction SMILES: I[C:2]1[CH:7]=[CH:6][CH:5]=[C:4]([I:8])[CH:3]=1.C([Li])CCC.CCCCCC.[Cl:20][CH2:21][CH2:22][O:23][C:24]1[CH:29]=[CH:28][C:27]([CH:30]=[C:31]([C:34]2[CH:39]=[CH:38][CH:37]=[CH:36][CH:35]=2)[CH2:32][CH3:33])=[CH:26][CH:25]=1>O1CCCC1.O>[Cl:20][CH2:21][CH2:22][O:23][C:24]1[CH:29]=[CH:28][C:27]([C:30]([C:2]2[CH:7]=[CH:6][CH:5]=[C:4]([I:8])[CH:3]=2)=[C:31]([C:34]2[CH:35]=[CH:36][CH:37]=[CH:38][CH:39]=2)[CH2:32][CH3:33])=[CH:26][CH:25]=1. Procedure details: A stirred solution of 1,3-diiodobenzene (5.45 g, 16.5 mmol) in dry tetrahydrofuran (25 ml) at -78° C. under nitrogen was treated with a solution of n-butyl lithium in hexane (1.6M; 10.3 ml, 16.5 mmol). After 5 min, a solution of 1-[4-(2-chloroethoxy)-phenyl]-2-phenyl-1-butene (5.0 g, 16.5 mmol) in dry tetra-hydrofuran (15 ml) was added and the mixture allowed to warm to room temperature. After 20 h, the mixture was poured into water (100 ml) and the products extracted with ether (2×50 ml). The e... Reactants: ClCCl, OC(c1ccc(C(F)(F)F)cc1)(c1ccc(C(F)(F)F)cc1)C1CCN(Cc2ccc(OCC3CC3)cc2)CC1, [Na+], [OH-], O=C(OO)c1cccc(Cl)c1. Product: [O-][N+]1(Cc2ccc(OCC3CC3)cc2)CCC(C(O)(c2ccc(C(F)(F)F)cc2)c2ccc(C(F)(F)F)cc2)CC1. As a reaction SMILES: [CH2:54]([Cl:55])[Cl:56].[CH:1]1([CH2:4][O:5][c:6]2[cH:7][cH:8][c:9]([CH2:12][N:13]3[CH2:14][CH2:15][CH:16]([C:19]([OH:20])([c:21]4[cH:22][cH:23][c:24]([C:27]([F:28])([F:29])[F:30])[cH:25][cH:26]4)[c:31]4[cH:32][cH:33][c:34]([C:37]([F:38])([F:39])[F:40])[cH:35][cH:36]4)[CH2:17][CH2:18]3)[cH:10][cH:11]2)[CH2:2][CH2:3]1.[Na+:53].[OH-:52].[OH:41][O:42][C:43]([c:44]1[cH:45][c:46]([Cl:47])[cH:48][cH:49][cH:50]1)=[O:51]>>[CH:1]1([CH2:4][O:5][c:6]2[cH:7][cH:8][c:9]([CH2:12][N+:13]3([O-:41])[CH2:14][CH2:15][CH:16]([C:19]([OH:20])([c:21]4[cH:22][cH:23][c:24]([C:27]([F:28])([F:29])[F:30])[cH:25][cH:26]4)[c:31]4[cH:32][cH:33][c:34]([C:37]([F:38])([F:39])[F:40])[cH:35][cH:36]4)[CH2:17][CH2:18]3)[cH:10][cH:11]2)[CH2:2][CH2:3]1. Starting materials: FC1=CC=C(C=C1)N1C=C(C(C2=CC(=CC=C12)CO)=O)C(=O)OCC (Ethyl 1-(4-fluorophenyl)-6-(hydroxymethyl)-4-oxo-1,4-dihydroquinoline-3-carboxylate), OC=1C=NC(=NC1)C (5-hydroxy-2-methylpyrimidine), C1(=CC=CC=C1)P(C1=CC=CC=C1)C1=CC=CC=C1 (triphenylphosphine), CC(C)(C)OC(=O)/N=N/C(=O)OC(C)(C)C (di-tert-butylazodicarboxylate). Run in C1CCOC1 (THF). The product is FC1=CC=C(C=C1)N1C=C(C(C2=CC(=CC=C12)COC=1C=NC(=NC1)C)=O)C(=O)OCC (Ethyl 1-(4-fluorophenyl)-6-(((2-methylpyrimidin-5-yl)oxy)methyl)-4-oxo-1,4-dihydroquinoline-3-carboxylate). Yield: 98.2%. RXN SMILES: [F:1][C:2]1[CH:7]=[CH:6][C:5]([N:8]2[C:17]3[C:12](=[CH:13][C:14]([CH2:18][OH:19])=[CH:15][CH:16]=3)[C:11](=[O:20])[C:10]([C:21]([O:23][CH2:24][CH3:25])=[O:22])=[CH:9]2)=[CH:4][CH:3]=1.O[C:27]1[CH:28]=[N:29][C:30]([CH3:33])=[N:31][CH:32]=1.C1(P(C2C=CC=CC=2)C2C=CC=CC=2)C=CC=CC=1.CC(OC(/N=N/C(OC(C)(C)C)=O)=O)(C)C>C1COCC1>[F:1][C:2]1[CH:3]=[CH:4][C:5]([N:8]2[C:17]3[C:12](=[CH:13][C:14]([CH2:18][O:19][C:27]4[CH:28]=[N:29][C:30]([CH3:33])=[N:31][CH:32]=4)=[CH:15][CH:16]=3)[C:11](=[O:20])[C:10]([C:21]([O:23][CH2:24][CH3:25])=[O:22])=[CH:9]2)=[CH:6][CH:7]=1. Procedure details: To a solution of compound J (16 mg, 0.047 mmol) and 5-hydroxy-2-methylpyrimidine (6.2 mg, 0.056 mmol) in THF (1 mL) cooled to 0° C. was added triphenylphosphine (27.1 mg, 0.10 mmol) and di-tert-butylazodicarboxylate (17.3 mg, 0.075 mmol). The reaction was concentrated to dryness after 16 hours of stirring. Purification by reverse phase HPLC afforded 20 mg (98%) of the title compound. ES-MS [M+1]+: 434.3.